This data is from the Open Reaction Database (ORD), a public repository of structured organic reaction records. The task is: describe an organic reaction: reactants, conditions, products, and yield The reactants are Cc1cc(C)c(N2CCNCC2)nc1C, COC(=O)c1ccc(N2CCOC2=O)nc1, Cl. Yields the product Cc1cc(C)c(N2CCN(C(=O)c3ccc(N4CCOC4=O)nc3)CC2)nc1C. As a reaction SMILES: [CH3:18][c:19]1[c:20]([N:27]2[CH2:28][CH2:29][NH:30][CH2:31][CH2:32]2)[n:21][c:22]([CH3:26])[c:23]([CH3:25])[cH:24]1.[CH3:1][O:2][C:3]([c:4]1[cH:5][n:6][c:7]([N:10]2[C:11](=[O:15])[O:12][CH2:13][CH2:14]2)[cH:8][cH:9]1)=[O:16].[ClH:17]>>[C:3]([c:4]1[cH:5][n:6][c:7]([N:10]2[C:11](=[O:15])[O:12][CH2:13][CH2:14]2)[cH:8][cH:9]1)(=[O:16])[N:30]1[CH2:29][CH2:28][N:27]([c:20]2[c:19]([CH3:18])[cH:24][c:23]([CH3:25])[c:22]([CH3:26])[n:21]2)[CH2:32][CH2:31]1.